Dataset: the Open Reaction Database (ORD), a public repository of structured organic reaction records. Task: describe an organic reaction: reactants, conditions, products, and yield Reactants: [Al+3], CCC(=O)Cl, COc1cccc(C)c1C, [Cl-], [Cl-], [Cl-], Cl, S=C=S. Yields the product CCC(=O)c1ccc(OC)c(C)c1C. RXN SMILES: [Al+3:17].[C:11]([CH2:12][CH3:13])(=[O:14])[Cl:15].[CH3:1][c:2]1[c:3]([O:9][CH3:10])[cH:4][cH:5][cH:6][c:7]1[CH3:8].[Cl-:16].[Cl-:18].[Cl-:19].[ClH:20].[S:21]=[C:22]=[S:23]>>[CH3:1][c:2]1[c:3]([O:9][CH3:10])[cH:4][cH:5][c:6]([C:11]([CH2:12][CH3:13])=[O:14])[c:7]1[CH3:8].